From a dataset of the Open Reaction Database (ORD), a public repository of structured organic reaction records. describe an organic reaction: reactants, conditions, products, and yield RXN SMILES: [CH3:1][O:2][C:3](=[O:16])[C:4]([CH3:15])([C:6]1[CH:11]=[CH:10][C:9]([N+:12]([O-])=O)=[CH:8][CH:7]=1)[CH3:5].C(O)(=O)C>C1COCC1.[Zn]>[CH3:1][O:2][C:3](=[O:16])[C:4]([C:6]1[CH:7]=[CH:8][C:9]([NH2:12])=[CH:10][CH:11]=1)([CH3:15])[CH3:5]. Run in C1CCOC1 (THF). Reagents/catalysts: [Zn] (Zn). Reported procedure: 2-Methyl-2-(4-nitro-phenyl)-propionic acid methyl ester (2.1 g) was dissolved in THF (70 ml) and acetic acid (5 ml) and Zn (10 g) were added. The mixture was stirred for 1 h and filtered through Celite®. The filtrate was rinsed with EtOAc and the organics were evaporated to a residue which was purified on silica gel chromatography (40% EtOAc/hexanes) to provide the desired compound as a yellow oil. M+H 194. The product is COC(C(C)(C)C1=CC=C(C=C1)N)=O (2-(4-Amino-phenyl)-2-methyl-propionic acid methyl ester). Starting materials: COC(C(C)(C1=CC=C(C=C1)[N+](=O)[O-])C)=O (2-Methyl-2-(4-nitro-phenyl)-propionic acid methyl ester), C(C)(=O)O (acetic acid). Run at time 1 hour.